Dataset: the Open Reaction Database (ORD), a public repository of structured organic reaction records. Task: describe an organic reaction: reactants, conditions, products, and yield Reaction SMILES: Cl.Cl.Cl.[O:4]1[C:12]2[CH:11]=[CH:10][N:9]=[C:8]([N:13]3[CH2:18][CH2:17][N:16]([CH2:19][CH2:20][C@H:21]4[CH2:26][CH2:25][C@H:24]([NH2:27])[CH2:23][CH2:22]4)[CH2:15][CH2:14]3)[C:7]=2[CH2:6][CH2:5]1.[CH3:28][O:29][C@@H:30]([CH3:34])[C:31](O)=[O:32]>>[O:4]1[C:12]2[CH:11]=[CH:10][N:9]=[C:8]([N:13]3[CH2:18][CH2:17][N:16]([CH2:19][CH2:20][C@H:21]4[CH2:26][CH2:25][C@H:24]([NH:27][C:31](=[O:32])[C@@H:30]([O:29][CH3:28])[CH3:34])[CH2:23][CH2:22]4)[CH2:15][CH2:14]3)[C:7]=2[CH2:6][CH2:5]1 |f:0.1.2.3|. Reactants: solid, Cl.Cl.Cl.O1CCC=2C(=NC=CC21)N2CCN(CC2)CC[C@@H]2CC[C@H](CC2)N (trans-4-{2-[4-(2,3-dihydrofuro[3,2-c]pyridin-4-yl)-piperazin-1-yl]-ethyl}-cyclohexanamine trihydrochloride), Cl.Cl.Cl.O1CCC=2C(=NC=CC21)N2CCN(CC2)CC[C@@H]2CC[C@H](CC2)N (trans-4-{2-[4-(2,3-dihydrofuro[3,2-c]pyridin-4-yl)-piperazin-1-yl]-ethyl}-cyclohexanamine trihydrochloride), CO[C@H](C(=O)O)C ((S)-2-methoxy-propanoic acid). Product: O1CCC=2C(=NC=CC21)N2CCN(CC2)CC[C@@H]2CC[C@H](CC2)NC([C@H](C)OC)=O (trans-(S)—N-(4-{2-[4-(2,3-Dihydro-furo[3,2-c]pyridin-4-yl)-piperazin-1-yl]-ethyl}-cyclohexyl)-2-methoxy-propionamide). Reported procedure: The title compound, white solid (63 mg, 61%), MS (ISP) m/z=417.4 [(M+H)+], mp 158.5° C., was prepared in accordance with the general method of example 32 from trans-4-{2-[4-(2,3-dihydrofuro[3,2-c]pyridin-4-yl)-piperazin-1-yl]-ethyl}-cyclohexanamine trihydrochloride (intermediate C) (110 mg, 0.25 mmol) and (S)-2-methoxy-propanoic acid. Reactants: ClC1=CC=C(C(=N1)NC1=CC=C(C=C1)C)[N+](=O)[O-] (6-chloro-3-nitro-pyridin-2-yl-p-tolyl-amine), O.O.[Sn](Cl)Cl (tin(II) chloride dihydrate), C(=O)([O-])[O-].[K+].[K+] (K2CO3). Solvent: C(C)(=O)OCC (ethyl acetate), Cl (HCl). Run at temperature 90 celsius. Yields the product NC=1C(=NC(=CC1)Cl)NC1=CC=C(C=C1)C (3-Amino-6-chloro-pyridin-2-yl-p-tolyl-amine). Yield: 102.5%. Reaction SMILES: [Cl:1][C:2]1[N:7]=[C:6]([NH:8][C:9]2[CH:14]=[CH:13][C:12]([CH3:15])=[CH:11][CH:10]=2)[C:5]([N+:16]([O-])=O)=[CH:4][CH:3]=1.O.O.[Sn](Cl)Cl.C([O-])([O-])=O.[K+].[K+]>Cl.C(OCC)(=O)C>[NH2:16][C:5]1[C:6]([NH:8][C:9]2[CH:14]=[CH:13][C:12]([CH3:15])=[CH:11][CH:10]=2)=[N:7][C:2]([Cl:1])=[CH:3][CH:4]=1 |f:1.2.3,4.5.6|. Procedure: A mixture of 6-chloro-3-nitro-pyridin-2-yl-p-tolyl-amine (527 mg, 2 mmol) and tin(II) chloride dihydrate (2.72 g, 12 mmol) in 4 mL conc. HCl was heated at 90° C. for 2 h. After cooling down the yellow suspension was diluted with ethyl acetate and treated with aq. K2CO3 at 0° C. under vigorous stirring to pH 10. The emulsion was extracted with 5×30 mL EtOAc. The combined organic phase was dried over Na2SO4. Evaporation gave 479 mg (yield: quantitative) of the title compound, which was pure by LC-... Reactants: C(C)(C)(C)OC(N[C@@H]1CN([C@@H](CC1)C)C(=O)C1=CC2=C(N(C(=N2)C2=CC=3C(=NC=CC3)N2CC2CC2)C)C(=C1)OC)=O (tert-butyl((3S,6R)-1-(2-(1-(cyclopropylmethyl)-1H-pyrrolo[2,3-b]pyridin-2-yl)-7-methoxy-1-methyl-1H-benzo[d]imidazole-5-carbonyl)-6-methylpiperidin-3-yl)carbamate), C(=O)(C(F)(F)F)O (TFA). Solvent: ClCCl (dichloromethane), CO (methanol). Conditions: time 2.5 hour. Product: N[C@H]1CC[C@H](N(C1)C(=O)C1=CC2=C(N(C(=N2)C2=CC=3C(=NC=CC3)N2CC2CC2)C)C(=C1)OC)C (((2R,5S)-5-amino-2-methylpiperidin-1-yl)(2-(1-(cyclopropylmethyl)-1H-pyrrolo[2,3-b]pyridin-2-yl)-7-methoxy-1-methyl-1H-benzo[d]imidazol-5-yl)methanone). Yield: 90.2%. RXN SMILES: C(OC(=O)[NH:7][C@H:8]1[CH2:13][CH2:12][C@@H:11]([CH3:14])[N:10]([C:15]([C:17]2[CH:39]=[C:38]([O:40][CH3:41])[C:20]3[N:21]([CH3:37])[C:22]([C:24]4[N:32]([CH2:33][CH:34]5[CH2:36][CH2:35]5)[C:27]5=[N:28][CH:29]=[CH:30][CH:31]=[C:26]5[CH:25]=4)=[N:23][C:19]=3[CH:18]=2)=[O:16])[CH2:9]1)(C)(C)C.C(O)(C(F)(F)F)=O>ClCCl.CO>[NH2:7][C@@H:8]1[CH2:9][N:10]([C:15]([C:17]2[CH:39]=[C:38]([O:40][CH3:41])[C:20]3[N:21]([CH3:37])[C:22]([C:24]4[N:32]([CH2:33][CH:34]5[CH2:36][CH2:35]5)[C:27]5=[N:28][CH:29]=[CH:30][CH:31]=[C:26]5[CH:25]=4)=[N:23][C:19]=3[CH:18]=2)=[O:16])[C@H:11]([CH3:14])[CH2:12][CH2:13]1. Procedure details: To a flask containing tert-butyl((3S,6R)-1-(2-(1-(cyclopropylmethyl)-1H-pyrrolo[2,3-b]pyridin-2-yl)-7-methoxy-1-methyl-1H-benzo[d]imidazole-5-carbonyl)-6-methylpiperidin-3-yl)carbamate (47 mg, 0.082 mmol) in dichloromethane (DCM) (1 mL) was added TFA (0.253 mL, 3.28 mmol) and the reaction was stirred for 2.5 h. The reaction mixture was concentrated in vacuo to afford a brown oil. This was dissolved in methanol and loaded onto an SCX cartridge (5 g). It was eluted with methanol (3 column volumes)... Starting materials: ClC1=CC=C2C(=CNC2=C1)C(=O)N1CCC(CC1)C1=C(C=CC=C1)OC ((6-chloro-1H-indol-3-yl)-[4-(2-methoxy-phenyl)-piperidin-1-yl]-methanone), ClCC(=O)N(C)C (2-chloro-N,N-dimethyl-acetamide). Yields the product ClC1=CC=C2C(=CN(C2=C1)CC(=O)N(C)C)C(=O)N1CCC(CC1)C1=C(C=CC=C1)OC (2-{6-Chloro-3-[4-(2-methoxy-phenyl)-piperidine-1-carbonyl]-indol-1-yl}-N,N-dimethyl-acetamide). As a reaction SMILES: [Cl:1][C:2]1[CH:10]=[C:9]2[C:5]([C:6]([C:11]([N:13]3[CH2:18][CH2:17][CH:16]([C:19]4[CH:24]=[CH:23][CH:22]=[CH:21][C:20]=4[O:25][CH3:26])[CH2:15][CH2:14]3)=[O:12])=[CH:7][NH:8]2)=[CH:4][CH:3]=1.Cl[CH2:28][C:29]([N:31]([CH3:33])[CH3:32])=[O:30]>>[Cl:1][C:2]1[CH:10]=[C:9]2[C:5]([C:6]([C:11]([N:13]3[CH2:18][CH2:17][CH:16]([C:19]4[CH:24]=[CH:23][CH:22]=[CH:21][C:20]=4[O:25][CH3:26])[CH2:15][CH2:14]3)=[O:12])=[CH:7][N:8]2[CH2:28][C:29]([N:31]([CH3:33])[CH3:32])=[O:30])=[CH:4][CH:3]=1. Procedure details: Following general procedure II, the alkylation of (6-chloro-1H-indol-3-yl)-[4-(2-methoxy-phenyl)-piperidin-1-yl]-methanone (preparation described herein), with (commercially available) 2-chloro-N,N-dimethyl-acetamide gave the title compound.